From a dataset of the Open Reaction Database (ORD), a public repository of structured organic reaction records. describe an organic reaction: reactants, conditions, products, and yield Starting materials: CC=1C(=C(C(=O)NC2(CC3=CC=CC=C3C2)C(=O)O)C=CC1)C=C(C)C (2-[3-Methyl-2-(2-methyl-propenyl)-benzoylamino]-indan-2-carboxylic acid). Reagents/catalysts: [Pd] (Pd—C). Solvent: C(C)(=O)O (acetic acid). Product: C(C(C)C)C1=C(C(=O)NC2(CC3=CC=CC=C3C2)C(=O)O)C=CC=C1C (2-(2-Isobutyl-3-methyl-benzoylamino)-indan-2-carboxylic acid). Yield: 54.4%. RXN SMILES: [CH3:1][C:2]1[C:3]([CH:23]=[C:24]([CH3:26])[CH3:25])=[C:4]([CH:20]=[CH:21][CH:22]=1)[C:5]([NH:7][C:8]1([C:17]([OH:19])=[O:18])[CH2:16][C:15]2[C:10](=[CH:11][CH:12]=[CH:13][CH:14]=2)[CH2:9]1)=[O:6]>C(O)(=O)C.[Pd]>[CH2:23]([C:3]1[C:2]([CH3:1])=[CH:22][CH:21]=[CH:20][C:4]=1[C:5]([NH:7][C:8]1([C:17]([OH:19])=[O:18])[CH2:9][C:10]2[C:15](=[CH:14][CH:13]=[CH:12][CH:11]=2)[CH2:16]1)=[O:6])[CH:24]([CH3:26])[CH3:25]. Procedure: To a solution of 2-[3-methyl-2-(2-methyl-propenyl)-benzoylamino]-indan-2-carboxylic acid (135) (120 mg, 0.34 mmol) in acetic acid (15 mL) is added the catalyst, Pd—C (5 wt. % Pd, 72 mg, 3.4% mmol) under argon. The resulting reaction mixture is moved to the Paar apparatus to run hydrogenation: 50 psi, 95° C., overnight. The catalyst is removed by filtration through a pre-column (10 g silica gel) and washed by EtOH. The combined organic solution is concentrated in vacuo. The residue is purified by... Starting materials: C(C)OC(=O)C=1C(N(C2=CC=C(C=C2C1OS(=O)(=O)C(F)(F)F)Cl)CC1=CC=C(C=C1)OC)=O (6-chloro-1-(4-methoxy-benzyl)-2-oxo-4-trifluoromethanesulfonyloxy-1,2-dihydro-quinoline-3-carboxylic acid ethyl ester), C(=C\CCC)/B(O)O (E-penten-1-ylboronic acid), C(=O)(O)[O-].[Na+] (NaHCO3), COCCOC.O (DME H2O). The reagents and catalysts are C=1C=CC(=CC1)[P](C=2C=CC=CC2)(C=3C=CC=CC3)[Pd]([P](C=4C=CC=CC4)(C=5C=CC=CC5)C=6C=CC=CC6)([P](C=7C=CC=CC7)(C=8C=CC=CC8)C=9C=CC=CC9)[P](C=1C=CC=CC1)(C=1C=CC=CC1)C=1C=CC=CC1 (tetrakis(triphenylphosphine)palladium). Solvent: O (H2O). Yields the product C(C)OC(=O)C=1C(NC2=CC=C(C=C2C1C=CCCC)Cl)=O (6-chloro-2-oxo-4-pent-1-enyl-1,2-dihydro-quinoline-3-carboxylic acid ethyl ester). Yield: 70.8%. RXN SMILES: [CH2:1]([O:3][C:4]([C:6]1[C:7](=[O:34])[N:8](CC2C=CC(OC)=CC=2)[C:9]2[C:14]([C:15]=1OS(C(F)(F)F)(=O)=O)=[CH:13][C:12]([Cl:24])=[CH:11][CH:10]=2)=[O:5])[CH3:2].[CH:35](/B(O)O)=[CH:36]\[CH2:37][CH2:38][CH3:39].C([O-])(O)=O.[Na+].COCCOC.O>O.C1C=CC([P]([Pd]([P](C2C=CC=CC=2)(C2C=CC=CC=2)C2C=CC=CC=2)([P](C2C=CC=CC=2)(C2C=CC=CC=2)C2C=CC=CC=2)[P](C2C=CC=CC=2)(C2C=CC=CC=2)C2C=CC=CC=2)(C2C=CC=CC=2)C2C=CC=CC=2)=CC=1>[CH2:1]([O:3][C:4]([C:6]1[C:7](=[O:34])[NH:8][C:9]2[C:14]([C:15]=1[CH:35]=[CH:36][CH2:37][CH2:38][CH3:39])=[CH:13][C:12]([Cl:24])=[CH:11][CH:10]=2)=[O:5])[CH3:2] |f:2.3,4.5,^1:59,61,80,99|. Reported procedure: A solution of 11 (0.10 g, 0.19 mmol), E-penten-1-ylboronic acid (44.0 mg, 0.38 mmol), tetrakis(triphenylphosphine)palladium (22.0 mg, 0.023 mmol), and NaHCO3 (41.0 mg, 0.38 mmol) in 1:1 DME/H2O (3 mL) was heated at 100° C. for 1 h. The reaction was allowed to cool to room temperature, diluted with H2O, extracted with EtOAc, dried (Na2SO4), filtered, and concentrated. Chromatography (SiO2, 3:1 Hex/EtOAc) gave 12 (43.0 mg, 51%) as a colorless film.